This data is from the Open Reaction Database (ORD), a public repository of structured organic reaction records. The task is: describe an organic reaction: reactants, conditions, products, and yield The reactants are N1C(=NC2=C1C=CC=C2)C=2C(=NON2)NCCC#N (4-(1H-Benzimidazol-2-yl)-furazan-3-yl-N-(2-cyanoethyl)-amine), [H-].[H-].[H-].[H-].[Li+].[Al+3] (LiAlH4), C1CCOC1 (THF), C1CCOC1 (THF). Reaction conditions: time 16 hour. The product is N1C(=NC2=C1C=CC=C2)C=2C(=NON2)NCCCO (4-(1H-Benzimidazol-2-yl)-furazan-3-yl-N-(3-hydroxypropyl)-amine). Reaction SMILES: [NH:1]1[C:5]2[CH:6]=[CH:7][CH:8]=[CH:9][C:4]=2[N:3]=[C:2]1[C:10]1[C:11]([NH:15][CH2:16][CH2:17][C:18]#N)=[N:12][O:13][N:14]=1.[H-].[H-].[H-].[H-].[Li+].[Al+3].C1C[O:29]CC1>>[NH:1]1[C:5]2[CH:6]=[CH:7][CH:8]=[CH:9][C:4]=2[N:3]=[C:2]1[C:10]1[C:11]([NH:15][CH2:16][CH2:17][CH2:18][OH:29])=[N:12][O:13][N:14]=1 |f:1.2.3.4.5.6|. Reported procedure: A solution of 4-(1H-benzimidazol-2-yl)-furazan-3-yl-N-(2-cyanoethyl)-amine (0.272 g, 0.947 mmol, Example 6a) in THF (5 ml) is added dropwise at 0° C. to an efficiently stirred suspension of LiAlH4 (0.054 g, 1.42 mmol) in THF (5 ml). After stirring for 16 hours at room temperature the mixture is quenched by careful addition of aqueous saturated solution of sodium sulphate. The suspension is filtered and the filtrate evaporated to dryness. Crystallization by addition of hexane yields the title com... Reactants: BrC=1C=C2C(=C(C=NC2=CC1)C(=O)C1CC1)NC=1C=CC(=NC1)N1C[C@H](CCC1)NC(OC(C)(C)C)=O ((S)-tert-butyl 1-(5-(6-bromo-3-(cyclopropanecarbonyl)quinoline-4-ylamino)pyridin-2-yl)piperidin-3-ylcarbamate), ClC1=C(C(=CC(=C1)B1OC(C(O1)(C)C)(C)C)Cl)O (2,6-dichloro-4-(4,4,5,5-tetramethyl-1,3,2-dioxaborolan-2-yl)phenol). Yields the product N[C@@H]1CN(CCC1)C1=CC=C(C=N1)NC1=C(C=NC2=CC=C(C=C12)C1=CC(=C(C(=C1)Cl)O)Cl)C(=O)C1CC1 ((S)-(4-(6-(3-aminopiperidin-1-yl)pyridin-3-ylamino)-6-(3,5-dichloro-4-hydroxyphenyl)quinolin-3-yl)(cyclopropyl)methanone). The yield is 31.1%. As a reaction SMILES: Br[C:2]1[CH:3]=[C:4]2[C:9](=[CH:10][CH:11]=1)[N:8]=[CH:7][C:6]([C:12]([CH:14]1[CH2:16][CH2:15]1)=[O:13])=[C:5]2[NH:17][C:18]1[CH:19]=[CH:20][C:21]([N:24]2[CH2:29][CH2:28][CH2:27][C@H:26]([NH:30]C(=O)OC(C)(C)C)[CH2:25]2)=[N:22][CH:23]=1.[Cl:38][C:39]1[CH:44]=[C:43](B2OC(C)(C)C(C)(C)O2)[CH:42]=[C:41]([Cl:54])[C:40]=1[OH:55]>>[NH2:30][C@H:26]1[CH2:27][CH2:28][CH2:29][N:24]([C:21]2[N:22]=[CH:23][C:18]([NH:17][C:5]3[C:4]4[C:9](=[CH:10][CH:11]=[C:2]([C:43]5[CH:44]=[C:39]([Cl:38])[C:40]([OH:55])=[C:41]([Cl:54])[CH:42]=5)[CH:3]=4)[N:8]=[CH:7][C:6]=3[C:12]([CH:14]3[CH2:16][CH2:15]3)=[O:13])=[CH:19][CH:20]=2)[CH2:25]1. Reported procedure: Following general procedure D, (S)-tert-butyl 1-(5-(6-bromo-3-(cyclopropanecarbonyl)quinoline-4-ylamino)pyridin-2-yl)piperidin-3-ylcarbamate (100 mg, 0.17 mmol) was reacted with 2,6-dichloro-4-(4,4,5,5-tetramethyl-1,3,2-dioxaborolan-2-yl)phenol (75 mg, 0.26 mmol) to obtain the protected intermediate which was subjected to general procedure A-2 to afford the desired product (29 mg, 31% over 2 steps) as a light orange solid: 1H NMR (500 MHz, MeOD+TFA-d) δ 9.40 (br s, 1H), 8.25-8.19 (m, 2H), 8.11 (... The reactants are C(C)(=O)C1=C(C(=C(OCCCCCOC=2C(C=C(OC2)C(=O)OC)=O)C=C1)CCC)O (methyl 5-[5-(4-acetyl-3-hydroxy-2-propylphenoxy)pentoxy]-4-oxo-4H-pyran-2-carboxylate), [OH-].[Na+] (sodium hydroxide), Cl (hydrochloric acid). Solvent: O (water), C(C)O (ethanol). Run at time 8 hour. Yields the product C(C)(=O)C1=C(C(=C(OCCCCCOC=2C(C=C(OC2)C(=O)O)=O)C=C1)CCC)O (5-[5-(4-acetyl-3-hydroxy-2-propylphenoxy)pentoxy]-4-oxo-4H-pyran-2-carboxylic acid). Reaction SMILES: [C:1]([C:4]1[CH:27]=[CH:26][C:7]([O:8][CH2:9][CH2:10][CH2:11][CH2:12][CH2:13][O:14][C:15]2[C:16](=[O:25])[CH:17]=[C:18]([C:21]([O:23]C)=[O:22])[O:19][CH:20]=2)=[C:6]([CH2:28][CH2:29][CH3:30])[C:5]=1[OH:31])(=[O:3])[CH3:2].[OH-].[Na+].Cl>C(O)C.O>[C:1]([C:4]1[CH:27]=[CH:26][C:7]([O:8][CH2:9][CH2:10][CH2:11][CH2:12][CH2:13][O:14][C:15]2[C:16](=[O:25])[CH:17]=[C:18]([C:21]([OH:23])=[O:22])[O:19][CH:20]=2)=[C:6]([CH2:28][CH2:29][CH3:30])[C:5]=1[OH:31])(=[O:3])[CH3:2] |f:1.2|. Reported procedure: To a solution of 910 mg (2.1 mmole) of the title product of Example 2 in 15 ml of ethanol was added 160 mg (4 mmole) of sodium hydroxide dissolved in 15 ml of water. The mixture was stirred overnight and then acidified (ca. pH 2) with dilute hydrochloric acid. The resulting precipitate was collected by filtration, washed thoroughly with water, and dried under reduced pressure to give 680 mg of analytically pure title compound. Reactants: CCOC(=O)c1ccc2c(c1)CC(C)(C)C(c1cccc(N(C(N)=O)C(C)C)c1)N2, CO, Cl, [Na+], C1CCOC1, [OH-], O. Yields the product CC(C)N(C(N)=O)c1cccc(C2Nc3ccc(C(=O)O)cc3CC2(C)C)c1. RXN SMILES: [CH2:1]([CH3:2])[O:3][C:4](=[O:5])[c:6]1[cH:7][c:8]2[c:13]([cH:14][cH:15]1)[NH:12][CH:11]([c:16]1[cH:17][c:18]([N:22]([C:23](=[O:24])[NH2:25])[CH:26]([CH3:27])[CH3:28])[cH:19][cH:20][cH:21]1)[C:10]([CH3:29])([CH3:30])[CH2:9]2.[CH3:32][OH:33].[ClH:31].[Na+:40].[O:34]1[CH2:35][CH2:36][CH2:37][CH2:38]1.[OH-:39].[OH2:41]>>[O:3]=[C:4]([OH:5])[c:6]1[cH:7][c:8]2[c:13]([cH:14][cH:15]1)[NH:12][CH:11]([c:16]1[cH:17][c:18]([N:22]([C:23](=[O:24])[NH2:25])[CH:26]([CH3:27])[CH3:28])[cH:19][cH:20][cH:21]1)[C:10]([CH3:29])([CH3:30])[CH2:9]2. Starting materials: C(C(O)C(O)C(=O)O)(=O)O (tartaric acid), S(=O)(O)[O-].[Na+] (sodium hydrogensulfite), C[Si](C)(C)Cl (trimethylsilyl chloride), FC1=CC=C(C=C1)N=CC1=CC=C(C=C1)O (4-[(4-fluorophenylimino)methyl]phenol), C(C)N(C(C)C)C(C)C (ethyldiisopropylamine), C39H44F2N2O5Si, [Si](C)(C)(C(C)(C)C)OC(CCCC(=O)N1C(OCC1C1=CC=CC=C1)=O)C1=CC=C(C=C1)F (3-[5-(tert-butyldimethylsilanyloxy)-5-(4-fluorophenyl)pentanoyl]-4-phenyloxazolidin-2-one). The reagents and catalysts are [Ti](Cl)(Cl)(Cl)Cl (titanium tetrachloride). The solvent is C(C)(=O)O (acetic acid), ClCCl (dichlormethane). Reaction conditions: temperature -10 celsius. Yields the product [Si](C)(C)(C(C)(C)C)OC(CCC(C(=O)N1C(OCC1C1=CC=CC=C1)=O)C(C1=CC=C(C=C1)O)NC1=CC=C(C=C1)F)C1=CC=C(C=C1)F (3-{5-(tert-Butyldimethylsilanyloxy)-5-(4-fluorophenyl)-2-[(4-fluorophenylamino)-(4-hydroxyphenyl)methyl]pentanoyl}-4-phenyloxazolidin-2-one). As a reaction SMILES: [Si:1]([O:8][CH:9]([C:27]1[CH:32]=[CH:31][C:30]([F:33])=[CH:29][CH:28]=1)[CH2:10][CH2:11][CH2:12][C:13]([N:15]1[CH:19]([C:20]2[CH:25]=[CH:24][CH:23]=[CH:22][CH:21]=2)[CH2:18][O:17][C:16]1=[O:26])=[O:14])([C:4]([CH3:7])([CH3:6])[CH3:5])([CH3:3])[CH3:2].[F:34][C:35]1[CH:40]=[CH:39][C:38]([N:41]=[CH:42][C:43]2[CH:48]=[CH:47][C:46]([OH:49])=[CH:45][CH:44]=2)=[CH:37][CH:36]=1.C(N(C(C)C)C(C)C)C.C[Si](Cl)(C)C.C(O)(=O)C(C(C(O)=O)O)O.S([O-])(O)=O.[Na+]>ClCCl.[Ti](Cl)(Cl)(Cl)Cl.C(O)(=O)C>[Si:1]([O:8][CH:9]([C:27]1[CH:32]=[CH:31][C:30]([F:33])=[CH:29][CH:28]=1)[CH2:10][CH2:11][CH:12]([CH:42]([NH:41][C:38]1[CH:39]=[CH:40][C:35]([F:34])=[CH:36][CH:37]=1)[C:43]1[CH:48]=[CH:47][C:46]([OH:49])=[CH:45][CH:44]=1)[C:13]([N:15]1[CH:19]([C:20]2[CH:25]=[CH:24][CH:23]=[CH:22][CH:21]=2)[CH2:18][O:17][C:16]1=[O:26])=[O:14])([C:4]([CH3:7])([CH3:5])[CH3:6])([CH3:3])[CH3:2] |f:5.6|. Reported procedure: 10 g of 3-[5-(tert-butyldimethylsilanyloxy)-5-(4-fluorophenyl)pentanoyl]-4-phenyloxazolidin-2-one are dissolved in 80 ml of absolute dichlormethane. 9.12 g of 4-[(4-fluorophenylimino)methyl]phenol and 19.6 ml of ethyldiisopropylamine are added, and the solution is then cooled to −10° C. 6.7 ml of trimethylsilyl chloride are then added dropwise, the temperature of the reaction mixture being maintained at below −5° C. The reaction solution is stirred at −10° C. for half an hour and then cooled to ... The reactants are BrCc1ccc(Br)cc1, O=C([O-])[O-], CC1(C)CNCCO1, CC#N, [K+], [K+]. Product: CC1(C)CN(Cc2ccc(Br)cc2)CCO1. As a reaction SMILES: [Br:1][c:2]1[cH:3][cH:4][c:5]([CH2:6][Br:7])[cH:8][cH:9]1.[C:18](=[O:19])([O-:20])[O-:21].[CH3:10][C:11]1([CH3:17])[O:12][CH2:13][CH2:14][NH:15][CH2:16]1.[CH3:24][C:25]#[N:26].[K+:22].[K+:23]>>[Br:1][c:2]1[cH:3][cH:4][c:5]([CH2:6][N:15]2[CH2:14][CH2:13][O:12][C:11]([CH3:10])([CH3:17])[CH2:16]2)[cH:8][cH:9]1. The reactants are [N+](=O)([O-])OCCCCOC([C@H]1N(CCC1)C(=O)OC(C)(C)C)=O (N-Boc-L-proline 4-nitrooxybutyl ester), C(Cl)Cl (CH2Cl2). Product: Cl.[N+](=O)([O-])OCCCCOC([C@H]1NCCC1)=O (L-proline 4-nitrooxybutyl ester hydrochloride). RXN SMILES: [N+:1]([O:4][CH2:5][CH2:6][CH2:7][CH2:8][O:9][C:10](=[O:23])[C@@H:11]1[CH2:15][CH2:14][CH2:13][N:12]1C(OC(C)(C)C)=O)([O-:3])=[O:2].C(Cl)[Cl:25]>>[ClH:25].[N+:1]([O:4][CH2:5][CH2:6][CH2:7][CH2:8][O:9][C:10](=[O:23])[C@@H:11]1[CH2:15][CH2:14][CH2:13][NH:12]1)([O-:3])=[O:2] |f:2.3|. Reported procedure: N-Boc-L-proline 4-nitrooxybutyl ester (1.24 g, 3.7 mmol) was dissolved in CH2Cl2 (20 mL) and HCl gas was bubbled into the solution for 2 hours. Then the mixture was concentrated, affording L-proline 4-nitrooxybutyl ester hydrochloride as a clear oil (1.00 g, quantitative).